From a dataset of the Open Reaction Database (ORD), a public repository of structured organic reaction records. describe an organic reaction: reactants, conditions, products, and yield The reactants are ClC1=C(N)C(=CC=C1)Cl (2,6-dichloroaniline), BrC1=C(C=CC=C1)CC(=O)[O-].[K+] (potassium o-bromophenylacetate), ClC1=C(C=CC=C1)CC(=O)[O-].[K+] (potassium o-chlorophenylacetate), cuprous bromide, C([O-])([O-])=O.[K+].[K+] (potassium carbonate). RXN SMILES: [Cl:1][C:2]1[CH:8]=[CH:7][CH:6]=[C:5]([Cl:9])[C:3]=1[NH2:4].C(=O)([O-])[O-].[K+].[K+].Br[C:17]1[CH:22]=[CH:21][CH:20]=[CH:19][C:18]=1[CH2:23][C:24]([O-:26])=[O:25].[K+].ClC1C=CC=CC=1CC([O-])=O.[K+]>CS(C)=O>[Cl:1][C:2]1[CH:8]=[CH:7][CH:6]=[C:5]([Cl:9])[C:3]=1[NH:4][C:17]1[CH:22]=[CH:21][CH:20]=[CH:19][C:18]=1[CH2:23][C:24]([OH:26])=[O:25] |f:1.2.3,4.5,6.7|. The product is ClC1=C(NC2=C(C=CC=C2)CC(=O)O)C(=CC=C1)Cl (o-(2,6-Dichloroanilino)phenylacetic acid). Run in CS(=O)C (dimethyl sulfoxide). Reported procedure: The same procedure as in Example 1 given in Japanese Pat. No. 374/1980 was employed using 3.10 g of 2,6-dichloroaniline, 0.10 g of cuprous bromide, 2.80 g of potassium carbonate and 10 ml of dimethyl sulfoxide except that potassium o-bromophenylacetate was replaced with 4.17 g of potassium o-chlorophenylacetate. o-(2,6-Dichloroanilino)phenylacetic acid was not obtained at all. Reactants: ON=C(C#N)C1=CC=CC=C1 (2-hydroxyimino-2-phenylacetonitrile), C(CCC)OC=1C2=CC=CC=C2C(=C2C=CC(=CC12)S(=O)(=O)Cl)OCCCC (9,10-dibutoxyanthracene-2-sulfonyl chloride), ClCCl (dichloromethane). The solvent is C(C)N(CC)CC (triethylamine). Yields the product C(CCC)OC=1C2=CC=CC=C2C(=C2C=CC(=CC12)S(=O)(=O)ON=C(C#N)C1=CC=CC=C1)OCCCC (2-(9,10-Dibutoxyanthracene-2-sulfonyloxy) imino-2-phenylacetonitrile). As a reaction SMILES: [OH:1][N:2]=[C:3]([C:6]1[CH:11]=[CH:10][CH:9]=[CH:8][CH:7]=1)[C:4]#[N:5].[CH2:12]([O:16][C:17]1[C:18]2[C:23]([C:24]([O:35][CH2:36][CH2:37][CH2:38][CH3:39])=[C:25]3[C:30]=1[CH:29]=[C:28]([S:31](Cl)(=[O:33])=[O:32])[CH:27]=[CH:26]3)=[CH:22][CH:21]=[CH:20][CH:19]=2)[CH2:13][CH2:14][CH3:15].ClCCl>C(N(CC)CC)C>[CH2:12]([O:16][C:17]1[C:18]2[C:23]([C:24]([O:35][CH2:36][CH2:37][CH2:38][CH3:39])=[C:25]3[C:30]=1[CH:29]=[C:28]([S:31]([O:1][N:2]=[C:3]([C:6]1[CH:11]=[CH:10][CH:9]=[CH:8][CH:7]=1)[C:4]#[N:5])(=[O:32])=[O:33])[CH:27]=[CH:26]3)=[CH:22][CH:21]=[CH:20][CH:19]=2)[CH2:13][CH2:14][CH3:15]. Procedure details: A mixture of 0.50 g of 2-hydroxyimino-2-phenylacetonitrile, 1.43 g of 9,10-dibutoxyanthracene-2-sulfonyl chloride and 20 ml of dichloromethane was stirred on an ice bath, and 0.34 g of triethylamine was added. Reactants: C(C)OC=1C(=C(SC1CCC)[C@@H]1C([C@H](CC1)C1=CC(=C(C(=C1)OC)OC)OC)=O)OC (trans-2-(4-ethoxy-3-methoxy-5-n-propylthiophenyl)-5-(3,4,5-trimethoxyphenyl)cyclopentanone), [BH4-].[Na+] (NaBH4), N#N (N2). Run in CO (MeOH), CO (MeOH). The product is C(C)OC=1C(=C(SC1CCC)C1C(C(CC1)C1=CC(=C(C(=C1)OC)OC)OC)O)OC (2-(4-ethoxy-3-methoxy-5-n-propylthiophenyl)-5-(3,4,5-trimethoxyphenyl)cyclopentanol). RXN SMILES: [CH2:1]([O:3][C:4]1[C:5]([O:30][CH3:31])=[C:6]([C@H:12]2[CH2:16][CH2:15][C@H:14]([C:17]3[CH:22]=[C:21]([O:23][CH3:24])[C:20]([O:25][CH3:26])=[C:19]([O:27][CH3:28])[CH:18]=3)[C:13]2=[O:29])[S:7][C:8]=1[CH2:9][CH2:10][CH3:11])[CH3:2].[BH4-].[Na+].N#N>CO>[CH2:1]([O:3][C:4]1[C:5]([O:30][CH3:31])=[C:6]([CH:12]2[CH2:16][CH2:15][CH:14]([C:17]3[CH:18]=[C:19]([O:27][CH3:28])[C:20]([O:25][CH3:26])=[C:21]([O:23][CH3:24])[CH:22]=3)[CH:13]2[OH:29])[S:7][C:8]=1[CH2:9][CH2:10][CH3:11])[CH3:2] |f:1.2|. Reported procedure: To a solution of crude trans-2-(4-ethoxy-3-methoxy-5-n-propylthiophenyl)-5-(3,4,5-trimethoxyphenyl)cyclopentanone (6.87 g, 14.5 mmoles) in MeOH (230 ml) was added at room temperature NaBH4 (1.64 g, 43.4 mmoles) in several portions over 5 minutes. The solution was stirred at room temperature in a N2 atmosphere for 21 hours and most of the MeOH removed in vacuo. The residue was suspended in H2O and extracted with Et2O (4×). The combined extracts were washed with H2O (3×) and saturated NaCl solutio... The reactants are BrC1=CN=C2C(=C(C(N(C2=C1)C)=O)C(=O)NCC(=O)OC(C)(C)C)O (tert-butyl 2-(7-bromo-4-hydroxy-1-methyl-2-oxo-1,2-dihydro-1,5-naphthyridine-3-carboxamido)acetate), Example 1 ( f ), C1(=CC=CC=C1)B(O)O (phenylboronic acid). The product is OC1=C(C(N(C2=CC(=CN=C12)C1=CC=CC=C1)C)=O)C(=O)NCC(=O)O (2-(4-Hydroxy-1-methyl-2-oxo-7-phenyl-1,2-dihydro-1,5-naphthyridine-3-carboxamido)acetic acid). RXN SMILES: Br[C:2]1[CH:11]=[C:10]2[C:5]([C:6]([OH:25])=[C:7]([C:14]([NH:16][CH2:17][C:18]([O:20]C(C)(C)C)=[O:19])=[O:15])[C:8](=[O:13])[N:9]2[CH3:12])=[N:4][CH:3]=1.[C:26]1(B(O)O)[CH:31]=[CH:30][CH:29]=[CH:28][CH:27]=1>>[OH:25][C:6]1[C:5]2[C:10](=[CH:11][C:2]([C:26]3[CH:31]=[CH:30][CH:29]=[CH:28][CH:27]=3)=[CH:3][N:4]=2)[N:9]([CH3:12])[C:8](=[O:13])[C:7]=1[C:14]([NH:16][CH2:17][C:18]([OH:20])=[O:19])=[O:15]. Reported procedure: The title compound was prepared similarly to the procedures described for Example 2 from tert-butyl 2-(7-bromo-4-hydroxy-1-methyl-2-oxo-1,2-dihydro-1,5-naphthyridine-3-carboxamido)acetate (Example 1 (f)) and phenylboronic acid. MS (ESI, pos. ion) m/z: 354 (M+1). 1H NMR (400 MHz, CD3OD) δ ppm: 8.86 (s, 1 H), 8.20 (s, 1 H), 7.84 (d, J=7.4 Hz, 2 H), 7.44-7.63 (m, 3 H), 4.16 (s, 2 H), 3.78 (s, 3 H). Starting materials: COCC1=CC=CC=2C3=CC=CC=C3CC12 (1-methoxymethylfluorene), C(CCC)[Li] (butyl lithium), C(=O)=O (CO2). Solvent: O (water), C(C)(=O)OCC (ethyl acetate), C1CCOC1 (THF). Run at time 15 minute. The product is COCC1=CC=CC=2C3=CC=CC=C3C(C12)C(=O)O (1-methoxymethyl-9-fluorenecarboxylic acid). Yield: 33.1%. RXN SMILES: [CH3:1][O:2][CH2:3][C:4]1[C:16]2[CH2:15][C:14]3[C:9](=[CH:10][CH:11]=[CH:12][CH:13]=3)[C:8]=2[CH:7]=[CH:6][CH:5]=1.C([Li])CCC.[C:22](=[O:24])=[O:23]>C1COCC1.O.C(OCC)(=O)C>[CH3:1][O:2][CH2:3][C:4]1[C:16]2[CH:15]([C:22]([OH:24])=[O:23])[C:14]3[C:9](=[CH:10][CH:11]=[CH:12][CH:13]=3)[C:8]=2[CH:7]=[CH:6][CH:5]=1. Reported procedure: A solution of 1-methoxymethylfluorene (4.5 g, 21.4 mmol) in 100 mL of THF at -78° C. was charged with butyl lithium (10.0 mL, 23.5 mmol). The reaction mixture was stirred for 15 min, then CO2 gaseous (5g, 113.6 mmol) was introduced via cannula over a period 15 min at -78° C. The reaction mixture was warmed up to room temperature and stirred for additional 2 hr until colorless, diluted with water (100 mL) and ethyl acetate (50 mL). The layers were separated, the water layer was washed with ethyl ...